Task: describe an organic reaction: reactants, conditions, products, and yield. Dataset: the Open Reaction Database (ORD), a public repository of structured organic reaction records Reactants: Cl (HCl), Cl (HCl), C1(CCCCC1)C=1C2=C(N(C1C1=C(C=CC=C1)O)COC)C(=C(S2)C(=O)OC)C (Methyl 6-cyclohexyl-5-(2-hydroxyphenyl)-4-(methoxymethyl)-3-methyl-4H-thieno[3,2-b]pyrrole-2-carboxylate), CC1(OC[C@@H](N1C(=O)OCC1=CC=CC=C1)COS(=O)(=O)C1=CC=C(C=C1)[N+](=O)[O-])C (benzyl (4R)-2,2-dimethyl-4-({[(4-nitrophenyl)sulfonyl]oxy}methyl)-1,3-oxazolidine-3-carboxylate). Solvent: CO (MeOH), CO (MeOH), O1CCOCC1 (dioxane), CN(C)C=O (DMF). Run at temperature 50 celsius. The product is C(C1=CC=CC=C1)OC(=O)N[C@@H](COC1=C(C=CC=C1)C1=C(C2=C(N1)C(=C(S2)C(=O)OC)C)C2CCCCC2)CO (Methyl 5-{2-[((2R)-2-{[(benzyloxy)carbonyl]amino}-3-hydroxypropyl)oxy]phenyl}-6-cyclohexyl-3-methyl-4H-thieno[3,2-b]pyrrole-2-carboxylate). Isolated yield 31.0%. As a reaction SMILES: [CH:1]1([C:7]2[C:8]3[S:24][C:23]([C:25]([O:27][CH3:28])=[O:26])=[C:22]([CH3:29])[C:9]=3[N:10](COC)[C:11]=2[C:12]2[CH:17]=[CH:16][CH:15]=[CH:14][C:13]=2[OH:18])[CH2:6][CH2:5][CH2:4][CH2:3][CH2:2]1.Cl.CC1(C)[N:36]([C:37]([O:39][CH2:40][C:41]2[CH:46]=[CH:45][CH:44]=[CH:43][CH:42]=2)=[O:38])[C@@H:35]([CH2:47]OS(C2C=CC([N+]([O-])=O)=CC=2)(=O)=O)[CH2:34][O:33]1>O1CCOCC1.CN(C=O)C.CO>[CH2:40]([O:39][C:37]([NH:36][C@H:35]([CH2:34][OH:33])[CH2:47][O:18][C:13]1[CH:14]=[CH:15][CH:16]=[CH:17][C:12]=1[C:11]1[NH:10][C:9]2[C:22]([CH3:29])=[C:23]([C:25]([O:27][CH3:28])=[O:26])[S:24][C:8]=2[C:7]=1[CH:1]1[CH2:2][CH2:3][CH2:4][CH2:5][CH2:6]1)=[O:38])[C:41]1[CH:46]=[CH:45][CH:44]=[CH:43][CH:42]=1. Procedure: Methyl 6-cyclohexyl-5-(2-hydroxyphenyl)-4-(methoxymethyl)-3-methyl-4H-thieno[3,2-b]pyrrole-2-carboxylate was dissolved in dioxane (0.036M) and the same volume of 6N HCl was added. The mixture was subjected to microwave irradiation (10 min @ 130° C.). All volatiles were evaporated and the product was enriched by prep. RP-HPLC. The product-containing fractions were lyophilised to give a green glassy solid. This material was dissolved in DMF (0.16M) and benzyl (4R)-2,2-dimethyl-4-({[(4-nitrophenyl)... The reactants are COCCn1cc(Br)sc1=NC(=O)C12CC3CC(CC(C3)C1)C2, O=C([O-])[O-], COCCOC, CCO, [Na+], [Na+], O, Cl[Pd]Cl, c1ccc(P(c2ccccc2)c2ccccc2)cc1, c1ccc(P(c2ccccc2)c2ccccc2)cc1, OB(O)c1ccnc2ccccc12. Yields the product COCCn1cc(-c2ccnc3ccccc23)sc1=NC(=O)C12CC3CC(CC(C3)C1)C2. As a reaction SMILES: [Br:1][c:2]1[cH:3][n:4]([CH2:20][CH2:21][O:22][CH3:23])[c:5](=[N:7][C:8](=[O:9])[C:10]23[CH2:11][CH:12]4[CH2:13][CH:14]([CH2:15][CH:16]([CH2:17]2)[CH2:18]4)[CH2:19]3)[s:6]1.[C:37](=[O:38])([O-:39])[O-:40].[CH3:43][O:44][CH2:45][CH2:46][O:47][CH3:48].[CH3:50][CH2:51][OH:52].[Na+:41].[Na+:42].[OH2:49].[Pd:53]([Cl:54])[Cl:55].[c:56]1([P:57]([c:58]2[cH:59][cH:60][cH:61][cH:62][cH:63]2)[c:64]2[cH:65][cH:66][cH:67][cH:68][cH:69]2)[cH:70][cH:71][cH:72][cH:73][cH:74]1.[c:75]1([P:76]([c:77]2[cH:78][cH:79][cH:80][cH:81][cH:82]2)[c:83]2[cH:84][cH:85][cH:86][cH:87][cH:88]2)[cH:89][cH:90][cH:91][cH:92][cH:93]1.[n:24]1[cH:25][cH:26][c:27]([B:34]([OH:35])[OH:36])[c:28]2[cH:29][cH:30][cH:31][cH:32][c:33]12>>[c:2]1(-[c:27]2[cH:26][cH:25][n:24][c:33]3[c:28]2[cH:29][cH:30][cH:31][cH:32]3)[cH:3][n:4]([CH2:20][CH2:21][O:22][CH3:23])[c:5](=[N:7][C:8](=[O:9])[C:10]23[CH2:11][CH:12]4[CH2:13][CH:14]([CH2:15][CH:16]([CH2:17]2)[CH2:18]4)[CH2:19]3)[s:6]1. The reagents and catalysts are [Pd] (Pd on carbon). Run in C(C)O (ethanol). Reactants: CC1(OCCO1)C/C=C/C12CCC(CC1)(CC2)C(=O)OC (Methyl 4-[(1E)-3-(2-methyl-1,3-dioxolan-2-yl)prop-1-enyl]bicyclo[2.2.2]octane-1-carboxylate), [H][H] (hydrogen). Product: CC1(OCCO1)CCCC12CCC(CC1)(CC2)C(=O)OC (methyl 4-[3-(2-methyl-1,3-dioxolan-2-yl)propyl]bicyclo[2.2.2]octane-1-carboxylate). Reaction conditions: time 3 hour. RXN SMILES: [CH3:1][C:2]1([CH2:7]/[CH:8]=[CH:9]/[C:10]23[CH2:17][CH2:16][C:13]([C:18]([O:20][CH3:21])=[O:19])([CH2:14][CH2:15]2)[CH2:12][CH2:11]3)[O:6][CH2:5][CH2:4][O:3]1.[H][H]>C(O)C.[Pd]>[CH3:1][C:2]1([CH2:7][CH2:8][CH2:9][C:10]23[CH2:11][CH2:12][C:13]([C:18]([O:20][CH3:21])=[O:19])([CH2:16][CH2:17]2)[CH2:14][CH2:15]3)[O:3][CH2:4][CH2:5][O:6]1. Reported procedure: Methyl 4-[(1E)-3-(2-methyl-1,3-dioxolan-2-yl)prop-1-enyl]bicyclo[2.2.2]octane-1-carboxylate (4-B) (1.1 g) was stirred in ethanol (75 mL). A spatula tip scoop of 10% Pd on carbon (150 mg) was added. A hydrogen balloon was added and the mixture was stirred under hydrogen atmosphere for 3 h. The palladium-on-carbon was filtered and the ethanol was removed in vacuo to yield methyl 4-[3-(2-methyl-1,3-dioxolan-2-yl)propyl]bicyclo[2.2.2]octane-1-carboxylate (4-C). Reactants: Cc1c(Cl)cnc2[nH]c(-c3ccc(NCC4CCCN4C(=O)OC(C)(C)C)c(O)c3)nc12, ClCCl, O=C(O)C(F)(F)F. Product: Cc1c(Cl)cnc2[nH]c(-c3ccc(NCC4CCCN4)c(O)c3)nc12. As a reaction SMILES: [Cl:1][c:2]1[c:3]([CH3:32])[c:4]2[c:5]([n:6][cH:7]1)[nH:8][c:9](-[c:11]1[cH:12][c:13]([OH:31])[c:14]([NH:17][CH2:18][CH:19]3[N:20]([C:24]([O:25][C:26]([CH3:27])([CH3:28])[CH3:29])=[O:30])[CH2:21][CH2:22][CH2:23]3)[cH:15][cH:16]1)[n:10]2.[Cl:33][CH2:34][Cl:35].[OH:36][C:37]([C:38]([F:39])([F:40])[F:41])=[O:42]>>[Cl:1][c:2]1[c:3]([CH3:32])[c:4]2[c:5]([n:6][cH:7]1)[nH:8][c:9](-[c:11]1[cH:12][c:13]([OH:31])[c:14]([NH:17][CH2:18][CH:19]3[NH:20][CH2:21][CH2:22][CH2:23]3)[cH:15][cH:16]1)[n:10]2. Starting materials: CSCc1cccc2c(C(c3ccc(C(F)(F)F)cc3)C(C)CC#N)c[nH]c12, CO, ClCCl, O=C(OO)c1cccc(Cl)c1. Yields the product CC(CC#N)C(c1ccc(C(F)(F)F)cc1)c1c[nH]c2c(CS(C)=O)cccc12. As a reaction SMILES: [CH3:1][CH:2]([CH2:3][C:4]#[N:5])[CH:6]([c:7]1[cH:8][cH:9][c:10]([C:13]([F:14])([F:15])[F:16])[cH:11][cH:12]1)[c:17]1[cH:18][nH:19][c:20]2[c:21]([CH2:26][S:27][CH3:28])[cH:22][cH:23][cH:24][c:25]12.[CH3:43][OH:44].[Cl:29][CH2:30][Cl:31].[OH:32][O:33][C:34]([c:35]1[cH:36][c:37]([Cl:38])[cH:39][cH:40][cH:41]1)=[O:42]>>[CH3:1][CH:2]([CH2:3][C:4]#[N:5])[CH:6]([c:7]1[cH:8][cH:9][c:10]([C:13]([F:14])([F:15])[F:16])[cH:11][cH:12]1)[c:17]1[cH:18][nH:19][c:20]2[c:21]([CH2:26][S:27]([CH3:28])=[O:32])[cH:22][cH:23][cH:24][c:25]12. Reactants: COc1ccc2c(c1)CC(CN1CCC(O)(Cc3ccc(C)cc3)CC1)N2, CO, ClCCl, [Na+], O=C([O-])O. Yields the product Cc1ccc(CC2(O)CCN(CC3Cc4cc(O)ccc4N3)CC2)cc1. As a reaction SMILES: [CH3:1][O:2][c:3]1[cH:4][c:5]2[c:9]([cH:10][cH:11]1)[NH:8][CH:7]([CH2:12][N:13]1[CH2:14][CH2:15][C:16]([OH:19])([CH2:20][c:21]3[cH:22][cH:23][c:24]([CH3:27])[cH:25][cH:26]3)[CH2:17][CH2:18]1)[CH2:6]2.[CH3:28][OH:29].[Cl:35][CH2:36][Cl:37].[Na+:34].[O-:30][C:31]([OH:32])=[O:33]>>[OH:2][c:3]1[cH:4][c:5]2[c:9]([cH:10][cH:11]1)[NH:8][CH:7]([CH2:12][N:13]1[CH2:14][CH2:15][C:16]([OH:19])([CH2:20][c:21]3[cH:22][cH:23][c:24]([CH3:27])[cH:25][cH:26]3)[CH2:17][CH2:18]1)[CH2:6]2.